Dataset: the Open Reaction Database (ORD), a public repository of structured organic reaction records. Task: describe an organic reaction: reactants, conditions, products, and yield As a reaction SMILES: [Br:13][CH2:14][CH2:15][CH2:16][NH2:17].[BrH:12].[H-:1].[Na+:2].[O:18]1[CH2:19][CH2:20][CH2:21][CH2:22]1.[n:3]1[cH:4][nH:5][c:6]2[c:7]1[cH:8][cH:9][cH:10][cH:11]2>>[n:3]1([CH2:14][CH2:15][CH2:16][NH2:17])[cH:4][n:5][c:6]2[c:7]1[cH:8][cH:9][cH:10][cH:11]2. Yields the product NCCCn1cnc2ccccc21. Starting materials: NCCCBr, Br, [H-], [Na+], C1CCOC1, c1ccc2[nH]cnc2c1.